Dataset: the Open Reaction Database (ORD), a public repository of structured organic reaction records. Task: describe an organic reaction: reactants, conditions, products, and yield Starting materials: S1C=C(C=C1)C=1C=C(/C=C/C(=O)OCC)C=CC1 (ethyl (E)-3-(3-thienyl)cinnamate), BrC=1C=C(/C=C/C(=O)OCC)C=CC1 (ethyl (E)-3-bromocinnamate), C(CCC)[Sn](C1=CSC=C1)(CCCC)CCCC (tri-n-butyl(3-thienyl)tin), [H-].[Al+3].[Li+].[H-].[H-].[H-] (lithium aluminum hydride). The solvent is O1CCCC1 (tetrahydrofuran), O1CCCC1 (terahydrofuran). Run at time 30 minute. Yields the product S1C=C(C=C1)C=1C=C(C=CC1)CCCO (3-[3-(3-thienyl)phenyl]-1-propanol). Isolated yield 62.0%. RXN SMILES: [H-].[Al+3].[Li+].[H-].[H-].[H-].[S:7]1[CH:11]=[CH:10][C:9]([C:12]2[CH:13]=[C:14]([CH:22]=[CH:23][CH:24]=2)/[CH:15]=[CH:16]/[C:17](OCC)=[O:18])=[CH:8]1.BrC1C=C(C=CC=1)/C=C/C(OCC)=O.C([Sn](CCCC)(CCCC)C1C=CSC=1)CCC>O1CCCC1>[S:7]1[CH:11]=[CH:10][C:9]([C:12]2[CH:13]=[C:14]([CH2:15][CH2:16][CH2:17][OH:18])[CH:22]=[CH:23][CH:24]=2)=[CH:8]1 |f:0.1.2.3.4.5|. Reported procedure: To a suspension (20 ml) of 0.4 g of lithium aluminum hydride in terahydrofuran was added, under ice cooling, a tetrahydrofuran solution (10 ml) of 2.1 g of ethyl (E)-3-(3-thienyl)cinnamate [synthesized by the same reaction as in Referential Example 12 using ethyl (E)-3-bromocinnamate [see Org. Syn. I, 252] and tri-n-butyl(3-thienyl)tin ]. The mixture was stirred at room temperature for 30 minutes, and then refluxed for 30 minutes. The solution was worked up in a customary manner, and the product... The reactants are NC1=CC(NC(N1CCC)=O)=O (6-amino-1-propyl-2,4-(1H,3H)-pyrimidinedione), C(=O)O (formic acid), N(=O)[O-].[Na+] (Sodium nitrite). The reagents and catalysts are [Pt] (Pt/C). Solvent: O (water). The product is NC1=C(C(NC(N1CCC)=O)=O)NC=O (6-amino-5-formamido-1-propyl- 2,4-(1H,3H)-pyrimidinedione). Reaction SMILES: [N:1]([O-])=O.[Na+].[NH2:5][C:6]1[N:11]([CH2:12][CH2:13][CH3:14])[C:10](=[O:15])[NH:9][C:8](=[O:16])[CH:7]=1.[CH:17]([OH:19])=O>O.[Pt]>[NH2:5][C:6]1[N:11]([CH2:12][CH2:13][CH3:14])[C:10](=[O:15])[NH:9][C:8](=[O:16])[C:7]=1[NH:1][CH:17]=[O:19] |f:0.1|. Procedure details: Sodium nitrite (127 kg) was dissolved in water and added to suspension of 6-amino-1-propyl-2,4-(1H,3H)-pyrimidinedione (300 kg) in formic acid (1 400 kg). Pt/C 5 % was added and the reaction mixture was heated to 40°-80° C. The catalyst was filtered off, formic acid was distilled off and ethanol (870 kg) was added. The product was precipitated by cooling and isolated by centrifugation, washed with ethanol/water and used directly in Example 2. Reactants: CC(C(=O)Cl)(C)C (2,2-Dimethyl-propionyl chloride), ClC1=CC2=C(N3C(=NN=C3CNC2)C2CCN(CC2)C2=NC=CC=N2)C=C1 (8-Chloro-1-(1-pyrimidin-2-yl-piperidin-4-yl)-5,6-dihydro-4H-2,3,5,10b-tetraaza-benzo[e]azulene). Yields the product ClC1=CC2=C(N3C(=NN=C3CN(C2)C(C(C)(C)C)=O)C2CCN(CC2)C2=NC=CC=N2)C=C1 (1-[8-Chloro-1-(1-pyrimidin-2-yl-piperidin-4-yl)-4H ,6H-2,3,5,10b-tetraaza-benzo[e]azulen-5-yl]-2,2-dimethyl-propan-1-one). Isolated yield 42.0%. Reaction SMILES: [CH3:1][C:2]([CH3:7])([CH3:6])[C:3](Cl)=[O:4].[Cl:8][C:9]1[CH:34]=[CH:33][C:12]2[N:13]3[C:17]([CH2:18][NH:19][CH2:20][C:11]=2[CH:10]=1)=[N:16][N:15]=[C:14]3[CH:21]1[CH2:26][CH2:25][N:24]([C:27]2[N:32]=[CH:31][CH:30]=[CH:29][N:28]=2)[CH2:23][CH2:22]1>>[Cl:8][C:9]1[CH:34]=[CH:33][C:12]2[N:13]3[C:17]([CH2:18][N:19]([C:3](=[O:4])[C:2]([CH3:7])([CH3:6])[CH3:1])[CH2:20][C:11]=2[CH:10]=1)=[N:16][N:15]=[C:14]3[CH:21]1[CH2:26][CH2:25][N:24]([C:27]2[N:28]=[CH:29][CH:30]=[CH:31][N:32]=2)[CH2:23][CH2:22]1. Procedure details: The title compound was prepared from 2,2-Dimethyl-propionyl chloride and the amine of example 12, in 42% yield, using the procedure described in example 3. Reactants: CN(CCCNC(=S)NC1=CC=CC=C1)C (N-[3-(dimethylamino)propyl]-N′-phenylthiourea), BrCC(=O)C1=CC=C(C=C1)Br (2-bromo-4′-bromoacetophenone). Run in C(C)O (ethanol). Product: BrC1=CC=C(C=C1)C=1N(C(SC1)=NC1=CC=CC=C1)CCCN(C)C (N-{4-(4-bromophenyl)-3-[3-(dimethylamino)propyl]thiazol-2(3H)-ylidene}aniline). Isolated yield 59.1%. Reaction SMILES: [CH3:1][N:2]([CH3:16])[CH2:3][CH2:4][CH2:5][NH:6][C:7]([NH:9][C:10]1[CH:15]=[CH:14][CH:13]=[CH:12][CH:11]=1)=[S:8].Br[CH2:18][C:19]([C:21]1[CH:26]=[CH:25][C:24]([Br:27])=[CH:23][CH:22]=1)=O>C(O)C>[Br:27][C:24]1[CH:25]=[CH:26][C:21]([C:19]2[N:6]([CH2:5][CH2:4][CH2:3][N:2]([CH3:1])[CH3:16])[C:7](=[N:9][C:10]3[CH:15]=[CH:14][CH:13]=[CH:12][CH:11]=3)[S:8][CH:18]=2)=[CH:22][CH:23]=1. Reported procedure: A mixture of N-[3-(dimethylamino)propyl]-N′-phenylthiourea (800 mg) obtained in Reference Example 3 as described below and 2-bromo-4′-bromoacetophenone (1.09 g) in ethanol (30 ml) was heated with reflux under nitrogen atmosphere. Nine hours thereafter, the reaction mixture was concentrated under reduced pressure, and to the residue was added a saturated aqueous sodium hydrogen carbonate solution, and the mixture was extracted with chloroform. The organic layer was washed with a saturated brine, ...